The task is: describe an organic reaction: reactants, conditions, products, and yield. This data is from the Open Reaction Database (ORD), a public repository of structured organic reaction records. Reactants: C=Cc1cc2c(cc1C(F)(F)F)CN(C(=O)OC(C)(C)C)C2, CO, [H][H]. Yields the product CCc1cc2c(cc1C(F)(F)F)CN(C(=O)OC(C)(C)C)C2. Reaction SMILES: [C:1]([CH3:2])([CH3:3])([CH3:4])[O:5][C:6](=[O:7])[N:8]1[CH2:9][c:10]2[cH:11][c:12]([CH:21]=[CH2:22])[c:13]([C:17]([F:18])([F:19])[F:20])[cH:14][c:15]2[CH2:16]1.[CH3:25][OH:26].[H:23][H:24]>>[C:1]([CH3:2])([CH3:3])([CH3:4])[O:5][C:6](=[O:7])[N:8]1[CH2:9][c:10]2[cH:11][c:12]([CH2:21][CH3:22])[c:13]([C:17]([F:18])([F:19])[F:20])[cH:14][c:15]2[CH2:16]1.